This data is from the Open Reaction Database (ORD), a public repository of structured organic reaction records. The task is: describe an organic reaction: reactants, conditions, products, and yield Starting materials: BrC1=C2C=CC(=CC2=CC=C1O)C=1OC2=C(C1C(CCCC)=O)C=CC=C2 (1-[2-(5-bromo-6-hydroxy-2-naphthyl)-1-benzofuran-3-yl]-1-pentanone), CC(C)OC(=O)/N=N/C(=O)OC(C)C (diisopropylazodicarboxylate), OC(C(=O)OCC)CC1=CC=CC=C1 (ethyl 2-hydroxy-3-phenylpropanoate), C1(=CC=CC=C1)P(C1=CC=CC=C1)C1=CC=CC=C1 (triphenylphosphine). Solvent: C1=CC=CC=C1 (benzene). The product is BrC1=C(C=CC2=CC(=CC=C12)C=1OC2=C(C1C(CCCC)=O)C=CC=C2)OC(C(=O)OCC)CC2=CC=CC=C2 (ethyl 2-{[1-bromo-6-(3-pentanoyl-1-benzofuran-2-yl)-2-naphthyl]oxy}-3-phenylpropanoate). Yield: 55.2%. RXN SMILES: [Br:1][C:2]1[C:11]([OH:12])=[CH:10][CH:9]=[C:8]2[C:3]=1[CH:4]=[CH:5][C:6]([C:13]1[O:14][C:15]3[CH:27]=[CH:26][CH:25]=[CH:24][C:16]=3[C:17]=1[C:18](=[O:23])[CH2:19][CH2:20][CH2:21][CH3:22])=[CH:7]2.O[CH:29]([CH2:35][C:36]1[CH:41]=[CH:40][CH:39]=[CH:38][CH:37]=1)[C:30]([O:32][CH2:33][CH3:34])=[O:31].C1(P(C2C=CC=CC=2)C2C=CC=CC=2)C=CC=CC=1.CC(OC(/N=N/C(OC(C)C)=O)=O)C>C1C=CC=CC=1>[Br:1][C:2]1[C:3]2[C:8](=[CH:7][C:6]([C:13]3[O:14][C:15]4[CH:27]=[CH:26][CH:25]=[CH:24][C:16]=4[C:17]=3[C:18](=[O:23])[CH2:19][CH2:20][CH2:21][CH3:22])=[CH:5][CH:4]=2)[CH:9]=[CH:10][C:11]=1[O:12][CH:29]([CH2:35][C:36]1[CH:37]=[CH:38][CH:39]=[CH:40][CH:41]=1)[C:30]([O:32][CH2:33][CH3:34])=[O:31]. Reported procedure: Following the procedure described in Step 2 of Example 4, 1-[2-(5-bromo-6-hydroxy-2-naphthyl)-1-benzofuran-3-yl]-1-pentanone (2.38 g, 5.62 mmol) was coupled to ethyl 2-hydroxy-3-phenylpropanoate (1.65 g, 8.50 mmol) in presence of triphenylphosphine (2.23 g, 8.50 mmol) and diisopropylazodicarboxylate (1.7 mL, 8.5 mmol) in benzene (62 mL). Purification by HPLC, using 95% acetonitrile in water as the mobile phase, yielded ethyl 2-{[1-bromo-6-(3-pentanoyl-1-benzofuran-2-yl)-2-naphthyl]oxy}-3-phenylp...